From a dataset of the Open Reaction Database (ORD), a public repository of structured organic reaction records. describe an organic reaction: reactants, conditions, products, and yield Reactants: C(C)(C)(C)OC(NC1C(N(CC=CC1(C)C)CC1=C(C=C(C=C1)OC)OC)=O)=O ([1-(2,4-Dimethoxy-benzyl)-4,4-dimethyl-2-oxo-2,3,4,7-tetrahydro-1H-azepin-3-yl]-carbamic acid tert-butyl ester). Reagents/catalysts: [Pd] (Palladium on charcoal). Solvent: CO (methanol). Conditions: time 90 minute. Product: C(C)(C)(C)OC(NC1C(N(CCCC1(C)C)CC1=C(C=C(C=C1)OC)OC)=O)=O ([1-(2,4-dimethoxy-benzyl)-4,4-dimethyl-2-oxo-azepan-3-yl]-carbamic acid tert-butyl ester). The yield is 84.6%. As a reaction SMILES: [C:1]([O:5][C:6](=[O:29])[NH:7][CH:8]1[C:14]([CH3:16])([CH3:15])[CH:13]=[CH:12][CH2:11][N:10]([CH2:17][C:18]2[CH:23]=[CH:22][C:21]([O:24][CH3:25])=[CH:20][C:19]=2[O:26][CH3:27])[C:9]1=[O:28])([CH3:4])([CH3:3])[CH3:2]>CO.[Pd]>[C:1]([O:5][C:6](=[O:29])[NH:7][CH:8]1[C:14]([CH3:16])([CH3:15])[CH2:13][CH2:12][CH2:11][N:10]([CH2:17][C:18]2[CH:23]=[CH:22][C:21]([O:24][CH3:25])=[CH:20][C:19]=2[O:26][CH3:27])[C:9]1=[O:28])([CH3:2])([CH3:3])[CH3:4]. Procedure: [1-(2,4-Dimethoxy-benzyl)-4,4-dimethyl-2-oxo-2,3,4,7-tetrahydro-1H-azepin-3-yl]-carbamic acid tert-butyl ester (260 mg, 0.64 mmol) was dissolved in methanol (10 ml). Palladium on charcoal (30 mg, 10%) was added and the mixture was hydrogenated at room temperature for 90 minutes. The catalyst was filtered off and the filtrate was evaporated. The residue was purified by flash chromatography (heptane/ethyl acetate=1:1) to yield 220 mg (84%) of [1-(2,4-dimethoxy-benzyl)-4,4-dimethyl-2-oxo-azepan-3-y... Starting materials: O1CCC(CC1)=O (tetrahydro-pyran-4-one), C(C)OC(C(NO)Cl)=O (Ethyl-2-chloro-2-(hydroxyamino)acetate), [Br-].C[P+](C1=CC=CC=C1)(C1=CC=CC=C1)C1=CC=CC=C1.[NH2-].[Na+] (methyl triphenylphosphonium bromide sodium amide), O (Water). Run in CCOCC (ether), C(Cl)Cl (DCM), CCOCC (ether). Run at time 1 hour. The product is C(C)OC(=O)C1=NOC2(C1)CCOCC2 (1,8-Dioxa-2-aza-spiro[4.5]dec-2-ene-3-carboxylic acid ethyl ester). Yield: 281.9%. As a reaction SMILES: [Br-].[CH3:2][P+](C1C=CC=CC=1)(C1C=CC=CC=1)C1C=CC=CC=1.[NH2-].[Na+].[O:24]1[CH2:29][CH2:28][C:27](=[O:30])[CH2:26][CH2:25]1.[CH2:31]([O:33][C:34](=[O:39])[CH:35](Cl)[NH:36]O)[CH3:32].O>CCOCC.C(Cl)Cl>[CH2:31]([O:33][C:34]([C:35]1[CH2:2][C:27]2([CH2:28][CH2:29][O:24][CH2:25][CH2:26]2)[O:30][N:36]=1)=[O:39])[CH3:32] |f:0.1.2.3|. Procedure: To a well-vented 500 mL three-necked round-bottom flask was added methyl triphenylphosphonium bromide/sodium amide mixture (“instant ylide”, 22.9 g, 5.49 mmol) and dry ether (100 mL). The mixture was stirred at rt for 1 h and filtered through a glass-fritted funnel directly into a solution of tetrahydro-pyran-4-one (5.00 g, 4.99 mmol) in ether (20 mL). This mixture was stirred at rt for 4 h. Ethyl-2-chloro-2-(hydroxyamino)acetate (8.32 g, 5.49 mmol) in DCM (100 mL) was added dropwise via additio... Reactants: CC=1OC2=C(N1)C=CC=C2 (2-methyl-benzoxazole), ICC (iodoethane). The product is [I-].C(C)[N+]1=C(OC2=C1C=CC=C2)C (ethyl-2-methyl-benzoxazolium iodide). RXN SMILES: [CH3:1][C:2]1[O:3][C:4]2[CH:10]=[CH:9][CH:8]=[CH:7][C:5]=2[N:6]=1.[I:11][CH2:12][CH3:13]>>[I-:11].[CH2:12]([N+:6]1[C:5]2[CH:7]=[CH:8][CH:9]=[CH:10][C:4]=2[O:3][C:2]=1[CH3:1])[CH3:13] |f:2.3|. Reported procedure: 3 ethyl-2-methyl-benzoxazolium iodide was prepared by heating 2-methyl-benzoxazole with iodoethane under reflux. Reactants: [N+](=O)([O-])[O-].[Pd+2].[N+](=O)([O-])[O-] (palladium nitrate), C(C1=CC=C(C(=O)O)C=C1)(=O)O (terephthalic acid), [Pd] (palladium). Yields the product C(=O)(O)C1=CC=C(C=O)C=C1 (4-carboxybenzaldehyde), [Pd] (palladium). As a reaction SMILES: [C:1](O)(=[O:11])[C:2]1[CH:10]=[CH:9][C:5]([C:6]([OH:8])=[O:7])=[CH:4][CH:3]=1.[Pd:13].[N+]([O-])([O-])=O.[Pd+2].[N+]([O-])([O-])=O>>[C:6]([C:5]1[CH:9]=[CH:10][C:2]([CH:1]=[O:11])=[CH:3][CH:4]=1)([OH:8])=[O:7].[Pd:13] |f:2.3.4|. Procedure details: For reasons which are not understood, it has been found that hydrogenation of crude terephthalic acid with a catalyst comprising palladium deposited upon and reacted with a porous activated carbonaceous support from an organic solution of palladium nitrate gives a better reduction of 4-carboxybenzaldehyde (4-CBA) with decreasing palladium content of the catalyst in the 0.1 (wt)% to 0.6 (wt)% range. Preferably, the catalyst should have less than 0.3 (wt)% palladium content. This is also an econom...